Dataset: the Open Reaction Database (ORD), a public repository of structured organic reaction records. Task: describe an organic reaction: reactants, conditions, products, and yield The reactants are CCC#CCOc1cc(OC(C)C(C)(C)O)ncn1, ClC(Cl)Cl, O, O=S(Cl)Cl, c1ccncc1. Product: C=C(C)C(C)Oc1cc(OCC#CCC)ncn1. Reaction SMILES: [CH2:1]([C:2]#[C:3][CH2:4][CH3:5])[O:6][c:7]1[n:8][cH:9][n:10][c:11]([O:13][CH:14]([C:15]([CH3:16])([CH3:17])[OH:18])[CH3:19])[cH:12]1.[CH:31]([Cl:32])([Cl:33])[Cl:34].[OH2:30].[S:26]([Cl:27])([Cl:28])=[O:29].[cH:20]1[cH:21][cH:22][n:23][cH:24][cH:25]1>>[CH2:1]([C:2]#[C:3][CH2:4][CH3:5])[O:6][c:7]1[n:8][cH:9][n:10][c:11]([O:13][CH:14]([C:15](=[CH2:16])[CH3:17])[CH3:19])[cH:12]1. Reported procedure: A solution of methyl 5-(benzyloxy)-2-bromobenzoate (1.08 g, 3.36 mmol) in anhydrous THF (7 mL) was made before cooling the reaction mixture in a −78° C. bath. Reaction mixture was then treated, dropwise, with LiAlD4 (1 M solution in THF; 3.7 mL, 3.7 mmol) and allowed to stir for 21 h. before the reaction mixture was warmed to room temperature and quenched with 1N HCl to adjust pH 7 before addition of 10 mL of EtOAc. The organic layer was separated and the aqueous layer was further extracted with... The reactants are C(C1=CC=CC=C1)OC=1C=CC(=C(C(=O)OC)C1)Br (methyl 5-(benzyloxy)-2-bromobenzoate), C1CCOC1 (THF), solution, C1CCOC1 (THF). Yields the product C(C1=CC=CC=C1)OC=1C=C(C(=C(C1)CO)Br)C ((5-(benzyloxy)-2-bromo-3-methylphenyl)methanol). Reaction conditions: temperature -78 celsius, time 21 hour. RXN SMILES: [CH2:1]([O:8][C:9]1[CH:10]=[CH:11][C:12]([Br:19])=[C:13]([CH:18]=1)[C:14]([O:16]C)=O)[C:2]1[CH:7]=[CH:6][CH:5]=[CH:4][CH:3]=1.[CH2:20]1COCC1>>[CH2:1]([O:8][C:9]1[CH:10]=[C:11]([CH3:20])[C:12]([Br:19])=[C:13]([CH2:14][OH:16])[CH:18]=1)[C:2]1[CH:3]=[CH:4][CH:5]=[CH:6][CH:7]=1. Starting materials: BrCC1=C(C(=O)OC)C=CN=C1Cl (methyl 3-(bromomethyl)-2-chloroisonicotinate), Cl.CC=1C=C(C=NC1OCC(C(F)F)(F)F)C(C)N (1-(5-methyl-6-(2,2,3,3-tetrafluoropropoxy)pyridin-3-yl)ethanamine hydrochloride). Yields the product ClC1=NC=CC2=C1CN(C2=O)C(C)C=2C=NC(=C(C2)C)OCC(C(F)F)(F)F (4-chloro-2-(1-(5-methyl-6-(2,2,3,3-tetrafluoropropoxy)pyridin-3-yl)ethyl)-2,3-dihydro-1H-pyrrolo[3,4-c]pyridin-1-one). Isolated yield 64.0%. As a reaction SMILES: Br[CH2:2][C:3]1[C:12]([Cl:13])=[N:11][CH:10]=[CH:9][C:4]=1[C:5]([O:7]C)=O.Cl.[CH3:15][C:16]1[CH:17]=[C:18]([CH:30]([NH2:32])[CH3:31])[CH:19]=[N:20][C:21]=1[O:22][CH2:23][C:24]([F:29])([F:28])[CH:25]([F:27])[F:26]>>[Cl:13][C:12]1[C:3]2[CH2:2][N:32]([CH:30]([C:18]3[CH:19]=[N:20][C:21]([O:22][CH2:23][C:24]([F:29])([F:28])[CH:25]([F:27])[F:26])=[C:16]([CH3:15])[CH:17]=3)[CH3:31])[C:5](=[O:7])[C:4]=2[CH:9]=[CH:10][N:11]=1 |f:1.2|. Procedure: The title compound is prepared in 64% yield (152 mg, yellow oil) from methyl 3-(bromomethyl)-2-chloroisonicotinate (150 mg, 0.57 mmol) and 1-(5-methyl-6-(2,2,3,3-tetrafluoropropoxy)pyridin-3-yl)ethanamine hydrochloride (172 mg, 0.57 mmol, Amine-17, single enantiomer) in a similar manner to Intermediate-2.